From a dataset of the Open Reaction Database (ORD), a public repository of structured organic reaction records. describe an organic reaction: reactants, conditions, products, and yield Starting materials: NCC=1C(=CC(=C(C(=O)OC)C1)Cl)F (methyl 5-(aminomethyl)-2-chloro-4-fluorobenzoate), CCN(C(C)C)C(C)C (DIPEA), C(C(C)(C)C)(=O)Cl (pivaloyl chloride). Procedure: The title compound was prepared following the procedure described in step-2 of Intermediate-2 using methyl 5-(aminomethyl)-2-chloro-4-fluorobenzoate (180 mg, 0.83 mmol), DIPEA (321 mg, 2.49 mmol) and pivaloyl chloride (120 mg, 1.0 mmol) in CH2Cl2 (5 mL) to afford 250 mg of the title product. 1H NMR (300 MHz, DMSO-d6): δ 8.16 (t, 1H), 7.73 (d, J=6.9 Hz, 1H), 7.58-7.54 (d, J=10.2 Hz, 1H), 4.26-4.24 (d, J=5.7 Hz, 2H), 3.83 (s, 3H), 1.11 (s, 9H). Yield: 99.8%. The product is ClC1=C(C(=O)OC)C=C(C(=C1)F)CNC(C(C)(C)C)=O (methyl 2-chloro-4-fluoro-5-(pivalamidomethyl)benzoate). The solvent is C(Cl)Cl (CH2Cl2). Reaction SMILES: [NH2:1][CH2:2][C:3]1[C:4]([F:14])=[CH:5][C:6]([Cl:13])=[C:7]([CH:12]=1)[C:8]([O:10][CH3:11])=[O:9].CCN(C(C)C)C(C)C.[C:24](Cl)(=[O:29])[C:25]([CH3:28])([CH3:27])[CH3:26]>C(Cl)Cl>[Cl:13][C:6]1[CH:5]=[C:4]([F:14])[C:3]([CH2:2][NH:1][C:24](=[O:29])[C:25]([CH3:28])([CH3:27])[CH3:26])=[CH:12][C:7]=1[C:8]([O:10][CH3:11])=[O:9].